From a dataset of the Open Reaction Database (ORD), a public repository of structured organic reaction records. describe an organic reaction: reactants, conditions, products, and yield Reactants: C(C)(C)(C)OC(NC1CCN(CC1)C[C@H](C)N1CCC(CC1)O)=O ({1-[(S)-2-(4-Hydroxy-piperidin-1-yl)-propyl]-piperidin-4-yl}-carbamic acid tert-butyl ester), Cl (HCl), O1CCOCC1 (dioxane), Cl.Cl.Cl.CC1CCN(CC1)CCN1CCC(CC1)N (1-[2-(4-Methyl-piperidin-1-yl)-ethyl]-piperidin-4-ylamine tri-hydrochloride). The product is Cl.Cl.Cl.NC1CCN(CC1)C[C@H](C)N1CCC(CC1)O (1-[(S)-2-(4-Amino-piperidin-1-yl)-1-methyl-ethyl]-piperidin-4-ol trihydrochloride). As a reaction SMILES: C(OC(=O)[NH:7][CH:8]1[CH2:13][CH2:12][N:11]([CH2:14][C@@H:15]([N:17]2[CH2:22][CH2:21][CH:20]([OH:23])[CH2:19][CH2:18]2)[CH3:16])[CH2:10][CH2:9]1)(C)(C)C.[ClH:25].O1CCOCC1.Cl.Cl.Cl.CC1CCN(CCN2CCC(N)CC2)CC1>>[ClH:25].[ClH:25].[ClH:25].[NH2:7][CH:8]1[CH2:9][CH2:10][N:11]([CH2:14][C@@H:15]([N:17]2[CH2:18][CH2:19][CH:20]([OH:23])[CH2:21][CH2:22]2)[CH3:16])[CH2:12][CH2:13]1 |f:3.4.5.6,7.8.9.10|. Reported procedure: It is prepared by BOC-cleavage of tert-butyl ester 55 (0.666 g, 1.95 mmol) with 4M−HCl in dioxane (2.93 ml, 11.72 mmol) as described for amine 7.